Dataset: the Open Reaction Database (ORD), a public repository of structured organic reaction records. Task: describe an organic reaction: reactants, conditions, products, and yield Run at temperature 25 celsius, time 20 minute. As a reaction SMILES: [Br-].[CH2:2]([Al+2])[C:3]#[CH:4].[Br-].C(Br)C#C.[Al].CO[CH:14]([O:20][CH3:21])[C:15]1[O:19][CH:18]=[CH:17][CH:16]=1>C1(C)C=CC=CC=1.O1CCCC1>[O:19]1[CH:18]=[CH:17][CH:16]=[C:15]1[CH:14]([O:20][CH3:21])[CH2:4][C:3]#[CH:2] |f:0.1.2|. Reactants: mercuric choride, COC(C1=CC=CO1)OC (furfural dimethyl acetal), [Br-].C(C#C)[Al+2].[Br-] (propargyl aluminum bromide), C(C#C)Br (propargyl bromide), [Al] (aluminum). Procedure details: To a stirred solution of propargyl aluminum bromide, prepared from 52.9 g of 80% propargyl bromide in toluene, 6.41 g of aluminum splutters activated with 70 mg of mercuric choride and 80 ml of tetrahydrofuran, was added dropwise a solution of 42.2 g of furfural dimethyl acetal [J. Org. Chem., 40, 1478 (1975)] in 30 ml of tetrahydrofuran during a 15 minute period while maintaining a temperature of. 25° to 30° C. The mixture was stirred for 20 minutes at 25° C., then partitioned with ether and ic... Product: O1C(=CC=C1)C(CC#C)OC (4-(2-Furyl)-4-methoxy-1-butyne). The solvent is O1CCCC1 (tetrahydrofuran), O1CCCC1 (tetrahydrofuran), C1(=CC=CC=C1)C (toluene). Reactants: C(C)(=O)[O-].[Na+] (Sodium acetate), FC(OC1=CC=C(C=C1)N1N=C(N=C1)C=1C=C(C=CC1)CCCN)(F)F (3-(3-(1-(4-(trifluoromethoxy)phenyl)-1H-1,2,4-triazol-3-yl)phenyl)propan-1-amine), FC1=CC(=C(C=C1)NC(=S)N)C(C)C (1-(4-fluoro-2-isopropylphenyl)thiourea). The product is FC1=CC(=C(C=C1)NC(=S)NC(=O)NCCCC1=CC(=CC=C1)C1=NN(C=N1)C1=CC=C(C=C1)OC(F)(F)F)C(C)C (1-[(4-fluoro-2-isopropyl-phenyl)carbamothioyl]-3-[3-[3-[1-[4-(trifluoromethoxy)phenyl]-1H-1,2,4-triazol-3-yl]phenyl]propyl]urea), solid. Isolated yield 41.0%. Reaction SMILES: [F:1][C:2]([F:26])([F:25])[O:3][C:4]1[CH:9]=[CH:8][C:7]([N:10]2[CH:14]=[N:13][C:12]([C:15]3[CH:16]=[C:17]([CH2:21][CH2:22][CH2:23][NH2:24])[CH:18]=[CH:19][CH:20]=3)=[N:11]2)=[CH:6][CH:5]=1.[F:27][C:28]1[CH:33]=[CH:32][C:31]([NH:34][C:35]([NH2:37])=[S:36])=[C:30]([CH:38]([CH3:40])[CH3:39])[CH:29]=1.[C:41]([O-])(=[O:43])C.[Na+]>>[F:27][C:28]1[CH:33]=[CH:32][C:31]([NH:34][C:35]([NH:37][C:41]([NH:24][CH2:23][CH2:22][CH2:21][C:17]2[CH:18]=[CH:19][CH:20]=[C:15]([C:12]3[N:13]=[CH:14][N:10]([C:7]4[CH:6]=[CH:5][C:4]([O:3][C:2]([F:1])([F:25])[F:26])=[CH:9][CH:8]=4)[N:11]=3)[CH:16]=2)=[O:43])=[S:36])=[C:30]([CH:38]([CH3:40])[CH3:39])[CH:29]=1 |f:2.3|. Procedure details: The title compound was prepared as described in Example 63 using 3-(3-(1-(4-(trifluoromethoxy)phenyl)-1H-1,2,4-triazol-3-yl)phenyl)propan-1-amine (CA18) and 1-(4-fluoro-2-isopropylphenyl)thiourea. Sodium acetate was used in place of sodium bicarbonate. The title compound was isolated as a white solid (0.140 g, 41%): 1H NMR (400 MHz, DMSO-d6) δ 11.85 (s, 1H), 10.11 (s, 1H), 9.41 (s, 1H), 8.13-8.04 (m, 2H), 8.02-7.92 (m, 2H), 7.61 (dq, J=7.8, 1.0 Hz, 2H), 7.46 (t, J=7.6 Hz, 1H), 7.43-7.31 (m, 2H),... Reactants: BrCC1=C2N=C(C(=NC2=CC(=C1)[N+](=O)[O-])OC)OC (5-bromomethyl-2,3-dimethoxy-7-nitro-quinoxaline), CC1CN1 (propyleneimine), [OH-].C(CCC)[N+](CCCC)(CCCC)CCCC (tetrabutylammonium hydroxide). Run in ClCCl (dichloromethane). Product: COC1=NC2=CC(=CC(=C2N=C1OC)CN1C(C1)C)[N+](=O)[O-] (N-(2,3-Dimethoxy-7-nitro-quinoxalin-5-ylmethyl)-2-methylaziridine). Reaction SMILES: Br[CH2:2][C:3]1[CH:12]=[C:11]([N+:13]([O-:15])=[O:14])[CH:10]=[C:9]2[C:4]=1[N:5]=[C:6]([O:18][CH3:19])[C:7]([O:16][CH3:17])=[N:8]2.[CH3:20][CH:21]1[NH:23][CH2:22]1.[OH-].C([N+](CCCC)(CCCC)CCCC)CCC>ClCCl>[CH3:17][O:16][C:7]1[C:6]([O:18][CH3:19])=[N:5][C:4]2[C:9](=[CH:10][C:11]([N+:13]([O-:15])=[O:14])=[CH:12][C:3]=2[CH2:2][N:23]2[CH2:22][CH:21]2[CH3:20])[N:8]=1 |f:2.3|. Procedure details: 200 mg (0.61 mmol) of 5-bromomethyl-2,3-dimethoxy-7-nitro-quinoxaline, 0.086 ml (2 equiv.) of propyleneimine and 0.295 ml (0.3 equiv.) of an aqueous 40% tetrabutylammonium hydroxide solution are stirred in 8 ml of dichloromethane for 20 hours at room temperature. The mixture is concentrated by evaporation and the residue is extracted with ethyl acetate and a 5% sodium carbonate solution. The combined organic phases are washed once with brine, dried over magnesium sulfate and concentrated by evap... Reactants: FC1=C(CN2N=C(C3=CC=CC=C23)C2=NC=C(C(=N2)NC2=CC=NC=C2)OC)C=CC=C1 (2-[1-(2-fluorobenzyl)-1H-indazol-3-yl]-5-methoxy-N-(pyridin-4-yl)-pyrimidin-4-amine), C([O-])([O-])=O.[Cs+].[Cs+] (cesium carbonate). Solvent: CN1C(CCC1)=O (1-methylpyrrolidin-2-one). Reaction conditions: temperature 190 celsius, time 18 hour. Yields the product FC1=C(CN2N=C(C3=CC=CC=C23)C2=NC=C(C(=N2)N(C2=CC=NC=C2)C)OC)C=CC=C1 (2-[1-(2-fluorobenzyl)-1H-indazol-3-yl]-5-methoxy-N-methyl-N-(pyridin-4-yl)pyrimidin-4-amine). RXN SMILES: [F:1][C:2]1[CH:32]=[CH:31][CH:30]=[CH:29][C:3]=1[CH2:4][N:5]1[C:13]2[C:8](=[CH:9][CH:10]=[CH:11][CH:12]=2)[C:7]([C:14]2[N:19]=[C:18]([NH:20][C:21]3[CH:26]=[CH:25][N:24]=[CH:23][CH:22]=3)[C:17]([O:27][CH3:28])=[CH:16][N:15]=2)=[N:6]1.[C:33](=O)([O-])[O-].[Cs+].[Cs+]>CN1CCCC1=O>[F:1][C:2]1[CH:32]=[CH:31][CH:30]=[CH:29][C:3]=1[CH2:4][N:5]1[C:13]2[C:8](=[CH:9][CH:10]=[CH:11][CH:12]=2)[C:7]([C:14]2[N:19]=[C:18]([N:20]([CH3:33])[C:21]3[CH:26]=[CH:25][N:24]=[CH:23][CH:22]=3)[C:17]([O:27][CH3:28])=[CH:16][N:15]=2)=[N:6]1 |f:1.2.3|. Reported procedure: 135 mg of 2-[1-(2-fluorobenzyl)-1H-indazol-3-yl]-5-methoxy-N-(pyridin-4-yl)-pyrimidin-4-amine (2-18-1, 0.316 mmol, 1. eq.) were dissolved in 3 ml of 1-methylpyrrolidin-2-one and 514 mg of cesium carbonate (1.58 mmol, 5 eq.) were added. The reaction mixture was stirred at 190° C. bath temperature for 18 hours. After cooling at room temperature the mixture was partitioned between water and butan-2-one. The phases were separated and the aqueous layer was extracted twice with butan-2-one. The combin... Reactants: C=CCc1cccc2sc(C(=N)N)cc12, CO, Cl, Cl. Yields the product CCCc1cccc2sc(C(=N)N)cc12, Cl. RXN SMILES: [CH2:3]([CH:4]=[CH2:5])[c:6]1[cH:7][cH:8][cH:9][c:10]2[s:11][c:12]([C:15](=[NH:16])[NH2:17])[cH:13][c:14]12.[CH3:18][OH:19].[ClH:1].[ClH:2]>>[CH2:3]([CH2:4][CH3:5])[c:6]1[cH:7][cH:8][cH:9][c:10]2[s:11][c:12]([C:15](=[NH:16])[NH2:17])[cH:13][c:14]12.[ClH:1]. Starting materials: NC1=CC=C(C(=O)OCC)C=C1 (ethyl 4-aminobenzoate), [S-]C#N.[K+] (potassium thiocyanate), BrBr (bromine). Run in C(C)(=O)O (acetic acid). Conditions: time 10 minute. Yields the product NC=1SC2=C(N1)C=CC(=C2)C(=O)OCC (2-amino-6-ethoxycarbonylbenzothiazole). The yield is 22.9%. As a reaction SMILES: [NH2:1][C:2]1[CH:12]=[CH:11][C:5]([C:6]([O:8][CH2:9][CH3:10])=[O:7])=[CH:4][CH:3]=1.[S-:13][C:14]#[N:15].[K+].BrBr>C(O)(=O)C>[NH2:15][C:14]1[S:13][C:12]2[CH:11]=[C:5]([C:6]([O:8][CH2:9][CH3:10])=[O:7])[CH:4]=[CH:3][C:2]=2[N:1]=1 |f:1.2|. Procedure: A solution of ethyl 4-aminobenzoate (8.26 g, 0.05 mol) in acetic acid (100 mL) was treated with potassium thiocyanate (14.58 g, 0.15 mol) and stirred 10 minutes at room temperature to dissolve the salt. The resulting solution was cooled in an ice bath and stirred while bromine (2.6 mL, 0.05 mol) was added dropwise over 15 minutes. The cooling bath was removed and the mixture was stirred at room temperature for 2.25 hours. The mixture was stored at 5° C. for 5 hours, then filtered to remove the y... Reactants: C(#N)C1=CC=C(C=C1)OC1=C(C=O)C=C(C=C1)F (2-(4-cyano-phenyloxy)-5-fluoro-benzaldehyde), [Li+].C[Si](C)(C)[N-][Si](C)(C)C (LHMDS), C(C)(=O)Cl (acetyl chloride), Cl[Si](C)(C)C (chloro-trimethyl-silane). Solvent: C(C)N(CC)CC (triethylamine). Yields the product C(#N)C1=CC=C(C=C1)OC1=C(C=C(C=C1)F)C=NC(=C)O[Si](C)(C)C (1-[2-(4-cyano-phenyloxy)-5-fluoro-phenyl]-3-trimethylsilyoxy-2-aza-1,3-butadiene). As a reaction SMILES: [C:1]([C:3]1[CH:8]=[CH:7][C:6]([O:9][C:10]2[CH:17]=[CH:16][C:15]([F:18])=[CH:14][C:11]=2[CH:12]=O)=[CH:5][CH:4]=1)#[N:2].[Li+].C[Si]([N-:24][Si](C)(C)C)(C)C.[C:29](Cl)(=[O:31])[CH3:30].Cl[Si:34]([CH3:37])([CH3:36])[CH3:35]>C(N(CC)CC)C>[C:1]([C:3]1[CH:8]=[CH:7][C:6]([O:9][C:10]2[CH:17]=[CH:16][C:15]([F:18])=[CH:14][C:11]=2[CH:12]=[N:24][C:29]([O:31][Si:34]([CH3:37])([CH3:36])[CH3:35])=[CH2:30])=[CH:5][CH:4]=1)#[N:2] |f:1.2|. Procedure: In a manner similar to the method described in Example 112b, 2-(4-cyano-phenyloxy)-5-fluoro-benzaldehyde was treated with LHMDS, acetyl chloride, triethylamine and chloro-trimethyl-silane to give the desired compound, which was directly used for the next step. Reactants: C(C)OC(COC1=CC2=C(SC(=C2C)C2=CC=CC=C2)C(=C1Cl)Cl)=O (ethyl[(6,7-dichloro-3-methyl-2-phenylbenzo[b]thien-5-yl)oxy]acetate). Solvent: C(C)O (ethanol), [OH-].[Na+] (sodium hydroxide). The product is ClC=1C(=CC2=C(SC(=C2C)C2=CC=CC=C2)C1Cl)OCC(=O)O ([(6,7-dichloro-3-methyl-2-phenylbenzo[b]thien-5-yl)oxy]acetic acid). Yield: 89.0%. Reaction SMILES: C([O:3][C:4](=[O:25])[CH2:5][O:6][C:7]1[C:22]([Cl:23])=[C:21]([Cl:24])[C:10]2[S:11][C:12]([C:15]3[CH:20]=[CH:19][CH:18]=[CH:17][CH:16]=3)=[C:13]([CH3:14])[C:9]=2[CH:8]=1)C>C(O)C.[OH-].[Na+]>[Cl:23][C:22]1[C:7]([O:6][CH2:5][C:4]([OH:25])=[O:3])=[CH:8][C:9]2[C:13]([CH3:14])=[C:12]([C:15]3[CH:16]=[CH:17][CH:18]=[CH:19][CH:20]=3)[S:11][C:10]=2[C:21]=1[Cl:24] |f:2.3|. Procedure details: A mixture of 1.5 g ethyl[(6,7-dichloro-3-methyl-2-phenylbenzo[b]thien-5-yl)oxy]acetate in 50 ml of 95% ethanol and 50 ml of 15% aqueous sodium hydroxide is stirred under reflux for 1 hour. The mixture is concentrated under vacuum to dryness. The residue is triturated with water, cooled to 0° and acidified with conc hydrochloric acid. The solid product is extracted exhaustively with a mixture of ethyl ether-ethyl acetate (1:1) and the ether extracts are washed and dried over anhydrous magnesium s... Starting materials: C(C1=CC=CC=C1)OC1=C(OC2=NC(=C(C(=N2)NCC(=O)OCC)[N+](=O)[O-])OC2=CC(=CC=C2)C(=O)N(C)C)C=C(C=C1)C#N (2-(2-Benzyloxy-5-cyanophenoxy)-4-(ethoxycarbonylmethyl)amino-5-nitro-6-(3-(dimethylaminocarbonyl)phenoxy)pyrimidine), ( H ), Cl (HCl). The reagents and catalysts are [Zn] (zinc). Solvent: O1CCCC1 (tetrahydrofuran). Conditions: temperature 70 celsius. Yields the product C(C1=CC=CC=C1)OC1=C(OC=2NC3=NCC(NC3=C(N2)OC2=CC(=CC=C2)C(=O)N(C)C)=O)C=C(C=C1)C#N (2-(2-benzyloxy-5-cyanophenoxy)-4-(3-(dimethylaminocarbonyl)phenoxy)-1,7-dihydro-6(5H)-pteridinone). Isolated yield 139.8%. Reaction SMILES: [CH2:1]([O:8][C:9]1[CH:43]=[CH:42][C:41]([C:44]#[N:45])=[CH:40][C:10]=1[O:11][C:12]1[N:17]=[C:16]([NH:18][CH2:19][C:20]([O:22]CC)=O)[C:15]([N+:25]([O-])=O)=[C:14]([O:28][C:29]2[CH:34]=[CH:33][CH:32]=[C:31]([C:35]([N:37]([CH3:39])[CH3:38])=[O:36])[CH:30]=2)[N:13]=1)[C:2]1[CH:7]=[CH:6][CH:5]=[CH:4][CH:3]=1.Cl>[Zn].O1CCCC1>[CH2:1]([O:8][C:9]1[CH:43]=[CH:42][C:41]([C:44]#[N:45])=[CH:40][C:10]=1[O:11][C:12]1[NH:17][C:16]2[C:15](=[C:14]([O:28][C:29]3[CH:34]=[CH:33][CH:32]=[C:31]([C:35]([N:37]([CH3:39])[CH3:38])=[O:36])[CH:30]=3)[N:13]=1)[NH:25][C:20](=[O:22])[CH2:19][N:18]=2)[C:2]1[CH:7]=[CH:6][CH:5]=[CH:4][CH:3]=1. Reported procedure: 2-(2-Benzyloxy-5-cyanophenoxy)-4-(ethoxycarbonylmethyl)amino-5-nitro-6-(3-(dimethylaminocarbonyl)phenoxy)pyrimidine (1.1 g, 1.80 mmol), a compound of formula (H), and granular zinc (0.5 g)were mixed with tetrahydrofuran (50 mL)and 10% aqueous HCl (10 mL). The reaction mixture was heated for 30 minutes at 70° C. The volatiles were evaporated. Saturated aqueous NaHCO3 was added and the solution extracted with ethyl acetate (300 mL). The organic layer was dried (Na2SO4)and evaporated to afford 1.35...